From a dataset of the Open Reaction Database (ORD), a public repository of structured organic reaction records. describe an organic reaction: reactants, conditions, products, and yield The reactants are N1=C(C=NC2=CC=CC=C12)C(=O)Cl (2-quinoxaloyl chloride), Cl.C12CC3(CCC(CC(C1)C3)C2)N (tricyclo[4.3.1.1(3,8)]undec-3-ylamine hydrochloride), N1=CC=CC=C1 (pyridine). Solvent: O (water). Yields the product C12CC3(CCC(CC(C1)C3)C2)NC(=O)C2=NC3=CC=CC=C3N=C2 (N-(Tricyclo[4.3.1.1(3,8)]undec-3-yl)-2-quinoxalinecarboxamide). The yield is 57.0%. RXN SMILES: [N:1]1[C:10]2[C:5](=[CH:6][CH:7]=[CH:8][CH:9]=2)[N:4]=[CH:3][C:2]=1[C:11](Cl)=[O:12].Cl.[CH:15]12[CH2:25][CH:20]3[CH2:21][CH:22]([CH2:24][C:17]([NH2:26])([CH2:18][CH2:19]3)[CH2:16]1)[CH2:23]2.N1C=CC=CC=1>O>[CH:15]12[CH2:25][CH:20]3[CH2:21][CH:22]([CH2:24][C:17]([NH:26][C:11]([C:2]4[CH:3]=[N:4][C:5]5[C:10](=[CH:9][CH:8]=[CH:7][CH:6]=5)[N:1]=4)=[O:12])([CH2:18][CH2:19]3)[CH2:16]1)[CH2:23]2 |f:1.2|. Procedure details: Prepared from 2-quinoxaloyl chloride (135 mg, 0.70 mmol), tricyclo[4.3.1.1(3,8)]undec-3-ylamine hydrochloride (100 mg, 0.60 mmol), pyridine (5 mL), and water (50 mL) yielding 110 mg (57%) of (168):